From a dataset of the Open Reaction Database (ORD), a public repository of structured organic reaction records. describe an organic reaction: reactants, conditions, products, and yield The reactants are CC1(C=2C=CC(=CC2C(CC1)(C)C)/C(=C/C1=CC=C(C(=O)O)C=C1)/C)C (p-[(E)-2-(5,6,7,8-tetrahydro-5,5,8,8-tetramethyl-2-naphthyl)propenyl]-benzoic acid), C(C1=CC=CC=C1)Cl (benzyl chloride). Yields the product C(C1=CC=CC=C1)OC(C1=CC=C(C=C1)\C=C(/C)\C1=CC=2C(CCC(C2C=C1)(C)C)(C)C)=O (p-[(E)-2-(5,6,7,8-tetrahydro-5,5,8,8-tetramethyl-2-naphthyl)propenyl]-benzoic acid benzyl ester). Reported procedure: In a manner analogous to that described in Example 11, from p-[(E)-2-(5,6,7,8-tetrahydro-5,5,8,8-tetramethyl-2-naphthyl)propenyl]-benzoic acid and benzyl chloride there can be obtained p-[(E)-2-(5,6,7,8-tetrahydro-5,5,8,8-tetramethyl-2-naphthyl)propenyl]-benzoic acid benzyl ester of melting point 113°-114° C. As a reaction SMILES: [CH3:1][C:2]1([CH3:26])[CH2:11][CH2:10][C:9]([CH3:13])([CH3:12])[C:8]2[CH:7]=[C:6](/[C:14](/[CH3:25])=[CH:15]/[C:16]3[CH:24]=[CH:23][C:19]([C:20]([OH:22])=[O:21])=[CH:18][CH:17]=3)[CH:5]=[CH:4][C:3]1=2.[CH2:27](Cl)[C:28]1[CH:33]=[CH:32][CH:31]=[CH:30][CH:29]=1>>[CH2:27]([O:21][C:20](=[O:22])[C:19]1[CH:23]=[CH:24][C:16](/[CH:15]=[C:14](/[C:6]2[CH:5]=[CH:4][C:3]3[C:2]([CH3:26])([CH3:1])[CH2:11][CH2:10][C:9]([CH3:12])([CH3:13])[C:8]=3[CH:7]=2)\[CH3:25])=[CH:17][CH:18]=1)[C:28]1[CH:33]=[CH:32][CH:31]=[CH:30][CH:29]=1.